This data is from the Open Reaction Database (ORD), a public repository of structured organic reaction records. The task is: describe an organic reaction: reactants, conditions, products, and yield Starting materials: N1N=C(C2=CC(=CC=C12)C=O)C=O (1H-Indazole-3,5-dicarbaldehyde), NC1=C(C=CC=C1)N (1,2-diaminobenzene), NC1=C(C=CC=C1)N (1,2-diaminobenzene). Product: N1C(=NC2=C1C=CC=C2)C2=NNC1=CC=C(C=C21)C2=NC1=C(N2)C=CC=C1 (3,5-Bis-(1H-benzoimidazol-2-yl)-1H-indazole). As a reaction SMILES: [NH:1]1[C:9]2[C:4](=[CH:5][C:6]([CH:10]=O)=[CH:7][CH:8]=2)[C:3]([CH:12]=O)=[N:2]1.[NH2:14][C:15]1[CH:20]=[CH:19][CH:18]=[CH:17][C:16]=1[NH2:21]>>[NH:14]1[C:15]2[CH:20]=[CH:19][CH:18]=[CH:17][C:16]=2[N:21]=[C:12]1[C:3]1[C:4]2[C:9](=[CH:8][CH:7]=[C:6]([C:10]3[NH:21][C:16]4[CH:17]=[CH:18][CH:19]=[CH:20][C:15]=4[N:14]=3)[CH:5]=2)[NH:1][N:2]=1. Procedure: The title compound was synthesized from 1H-Indazole-3,5-dicarbaldehyde and 1,2-diaminobenzene using the methods described in Example 4 except that an excess of 1,2-diaminobenzene was used. LC/MS m/z 351.2 (MH+), Rt 2.03 minutes. Yields the product CCOC(C(=O)NCc1ccc(C#N)cc1NCc1ccccc1F)N1Cc2c(C)cccc2C1=O. The reactants are CO, O=Cc1ccccc1F, CCOC(C(=O)NCc1ccc(C#N)cc1N)N1Cc2c(C)cccc2C1=O. Reaction SMILES: [CH3:38][OH:39].[F:29][c:30]1[c:31]([CH:32]=[O:33])[cH:34][cH:35][cH:36][cH:37]1.[NH2:1][c:2]1[c:3]([CH2:4][NH:5][C:6]([CH:7]([N:8]2[C:9](=[O:18])[c:10]3[cH:11][cH:12][cH:13][c:14]([CH3:17])[c:15]3[CH2:16]2)[O:19][CH2:20][CH3:21])=[O:22])[cH:23][cH:24][c:25]([C:27]#[N:28])[cH:26]1>>[NH:1]([c:2]1[c:3]([CH2:4][NH:5][C:6]([CH:7]([N:8]2[C:9](=[O:18])[c:10]3[cH:11][cH:12][cH:13][c:14]([CH3:17])[c:15]3[CH2:16]2)[O:19][CH2:20][CH3:21])=[O:22])[cH:23][cH:24][c:25]([C:27]#[N:28])[cH:26]1)[CH2:32][c:31]1[c:30]([F:29])[cH:37][cH:36][cH:35][cH:34]1.